Dataset: the Open Reaction Database (ORD), a public repository of structured organic reaction records. Task: describe an organic reaction: reactants, conditions, products, and yield Reactants: CC(C)n1cnc2c(NC3CCN(Cc4ccccc4)CC3)nc(NC3CCC(NC(=O)OC(C)(C)C)CC3)nc21, CO, O=C[O-], [NH4+], O, [Pd]. Yields the product CC(C)n1cnc2c(NC3CCNCC3)nc(NC3CCC(NC(=O)OC(C)(C)C)CC3)nc21. Reaction SMILES: [C:1]([CH3:2])([CH3:3])([CH3:4])[O:5][C:6]([NH:7][CH:8]1[CH2:9][CH2:10][CH:11]([NH:14][c:15]2[n:16][c:17]([NH:27][CH:28]3[CH2:29][CH2:30][N:31]([CH2:34][c:35]4[cH:36][cH:37][cH:38][cH:39][cH:40]4)[CH2:32][CH2:33]3)[c:18]3[n:19][cH:20][n:21]([CH:24]([CH3:25])[CH3:26])[c:22]3[n:23]2)[CH2:12][CH2:13]1)=[O:41].[CH3:42][OH:43].[CH:44]([O-:45])=[O:46].[NH4+:47].[OH2:49].[Pd:48]>>[C:1]([CH3:2])([CH3:3])([CH3:4])[O:5][C:6]([NH:7][CH:8]1[CH2:9][CH2:10][CH:11]([NH:14][c:15]2[n:16][c:17]([NH:27][CH:28]3[CH2:29][CH2:30][NH:31][CH2:32][CH2:33]3)[c:18]3[n:19][cH:20][n:21]([CH:24]([CH3:25])[CH3:26])[c:22]3[n:23]2)[CH2:12][CH2:13]1)=[O:41].